The task is: describe an organic reaction: reactants, conditions, products, and yield. This data is from the Open Reaction Database (ORD), a public repository of structured organic reaction records. The product is ClCCO[C@@H]1[C@H](C[C@@H]2CC[C@H]3[C@@H]4CC[C@H](C(C)=O)[C@]4(CC([C@@H]3[C@]2(C1)C)=O)C)O (2β-(2'-Chloroethoxy)-3α-hydroxy-5α-pregnane-11,20-dione). Reported procedure: 2α,3α-Epoxy-5α-pregnane-11,20-dione (1 g.) was dissolved in 2-chloroethanol (50 ml.) and concentrated sulphuric acid (6 drops) added to the solution. The mixture was stirred at room temperature for 1 hour, neutralised with sodium bicarbonate solution and poured into water (500 ml.). The precipitate formed was extracted into ether (2 × 100 ml.) and the combined extracts washed with water (2 × 100 ml.). The organic layer was dried over anhydrous sodium sulphate and evaporated to a yellow oil (1.5 ... Reaction conditions: time 1 hour. RXN SMILES: [O:1]1[C@H:3]2[CH2:4][C@H:5]3[C@:20]([CH3:22])([CH2:21][C@@H:2]12)[C@@H:19]1[C@H:8]([C@H:9]2[C@:16]([CH3:24])([CH2:17][C:18]1=[O:23])[C@@H:12]([C:13](=[O:15])[CH3:14])[CH2:11][CH2:10]2)[CH2:7][CH2:6]3.C(=O)(O)[O-].[Na+].O.[Cl:31][CH2:32][CH2:33][OH:34]>S(=O)(=O)(O)O>[Cl:31][CH2:32][CH2:33][O:34][C@H:2]1[CH2:21][C@@:20]2([CH3:22])[C@@H:5]([CH2:6][CH2:7][C@@H:8]3[C@@H:19]2[C:18](=[O:23])[CH2:17][C@@:16]2([CH3:24])[C@H:9]3[CH2:10][CH2:11][C@@H:12]2[C:13](=[O:15])[CH3:14])[CH2:4][C@@H:3]1[OH:1] |f:1.2|. The reagents and catalysts are S(O)(O)(=O)=O (sulphuric acid). The reactants are C([O-])(O)=O.[Na+] (sodium bicarbonate), O1[C@H]2[C@@H]1C[C@@H]1CC[C@H]3[C@@H]4CC[C@H](C(C)=O)[C@]4(CC([C@@H]3[C@]1(C2)C)=O)C (2α,3α-Epoxy-5α-pregnane-11,20-dione), ClCCO (2-chloroethanol), O (water). Product: CC(C)(C)[Si](C)(C)OCC1CCC2(CC1)OCCO2. Reaction SMILES: [C:18]([CH3:19])([CH3:20])([CH3:21])[Si:22]([CH3:23])([CH3:24])[Cl:25].[O:1]1[CH2:2][CH2:3][O:4][C:5]12[CH2:6][CH2:7][CH:8]([CH2:11][OH:12])[CH2:9][CH2:10]2.[O:26]=[CH:27][N:28]([CH3:29])[CH3:30].[nH:13]1[cH:14][cH:15][n:16][cH:17]1>>[O:1]1[CH2:2][CH2:3][O:4][C:5]12[CH2:6][CH2:7][CH:8]([CH2:11][O:12][Si:22]([C:18]([CH3:19])([CH3:20])[CH3:21])([CH3:23])[CH3:24])[CH2:9][CH2:10]2. Reactants: CC(C)(C)[Si](C)(C)Cl, OCC1CCC2(CC1)OCCO2, CN(C)C=O, c1c[nH]cn1. The reactants are OC1=CC=CC=2C(=COC21)CCO (7-hydroxy-3-(2-hydroxyethyl)benzofuran), BrCC(=O)OC (methyl bromoacetate), C([O-])([O-])=O.[K+].[K+] (potassium carbonate). Solvent: CN(C)C=O (DMF). Conditions: time 18 hour. Product: OCCC1=COC2=C1C=CC=C2OCC(=O)OC (Methyl (3-(2-hydroxyethyl)benzofuran-7-yloxy)acetate). Isolated yield 97.0%. As a reaction SMILES: [OH:1][C:2]1[C:10]2[O:9][CH:8]=[C:7]([CH2:11][CH2:12][OH:13])[C:6]=2[CH:5]=[CH:4][CH:3]=1.Br[CH2:15][C:16]([O:18][CH3:19])=[O:17].C(=O)([O-])[O-].[K+].[K+]>CN(C=O)C>[OH:13][CH2:12][CH2:11][C:7]1[C:6]2[CH:5]=[CH:4][CH:3]=[C:2]([O:1][CH2:15][C:16]([O:18][CH3:19])=[O:17])[C:10]=2[O:9][CH:8]=1 |f:2.3.4|. Reported procedure: 7-hydroxy-3-(2-hydroxyethyl)benzofuran (1.09 g), methyl bromoacetate (0.86 ml) and potassium carbonate (930 mg) were added to DMF (50 ml) and the mixture was stirred at room temperature for 18 hours. After filtering the reaction solution, the filtrate was concentrated and added to water layer (150 ml), followed by extracting the resultant twice with ethyl acetate (20 ml). After combining the organic layers, the resultant was washed with saturated brine and dried over sodium sulfate. After removi... Starting materials: C(C1=CC=CC=C1)(=O)NC(=S)N[C@@H](C(F)(F)F)C ((R)-1-benzoyl-3-(1-methyl-2,2,2-trifluoroethyl)-thiourea), C([O-])([O-])=O.[K+].[K+] (potassium carbonate). The solvent is CO (methanol), O (water). Conditions: time 8 hour. Product: C[C@H](C(F)(F)F)NC(=S)N ((R)-(1-Methyl-2,2,2-trifluoroethyl)-thiourea). Yield: 74.9%. As a reaction SMILES: C([NH:9][C:10]([NH:12][C@H:13]([CH3:18])[C:14]([F:17])([F:16])[F:15])=[S:11])(=O)C1C=CC=CC=1.C(=O)([O-])[O-].[K+].[K+]>CO.O>[CH3:18][C@@H:13]([NH:12][C:10]([NH2:9])=[S:11])[C:14]([F:17])([F:16])[F:15] |f:1.2.3|. Reported procedure: Dissolve (R)-1-benzoyl-3-(1-methyl-2,2,2-trifluoroethyl)-thiourea (6.2 g, 22.5 mmol) in methanol and add a solution of potassium carbonate (13.8 g, 100 mmol) in water (30 mL). Stir vigorously at room temperature overnight. Evaporate to dryness, dissolve residue in hot water (ca. 100 mL) and filter the resulting white crystals. Cool filtrate to 0° C., seed with crystals from hot water filtration, filter and collect resulting white crystals to obtain the desired intermediate (2.9 g, 74%). MS (ES+)... The reactants are CSC(=C(C#N)C#N)SC (3,3-bis(methylthio)-2-cyanoacrylonitrile), CSC(=C(C(=O)N1CCOCC1)C#N)SC (3,3-bis(methylthio)-2-cyanoacrylic acid morpholide). Solvent: C(C)O (ethanol). Yields the product O1C(NC2=C1C=CC=C2)=C(C(=O)N2CCOCC2)C#N (2-benzoxazolinylidene-cyanoacetic acid morpholide). Reaction SMILES: CSC(SC)=[C:4]([C:7]#N)[C:5]#[N:6].CS[C:13](SC)=[C:14]([C:23]#[N:24])[C:15]([N:17]1[CH2:22][CH2:21][O:20][CH2:19][CH2:18]1)=[O:16]>C(O)C>[O:16]1[C:15]2[CH:14]=[CH:13][CH:7]=[CH:4][C:5]=2[NH:6][C:13]1=[C:14]([C:23]#[N:24])[C:15]([N:17]1[CH2:22][CH2:21][O:20][CH2:19][CH2:18]1)=[O:16]. Procedure: The procedure described in Example 1 is repeated using, instead of 3,3-bis(methylthio)-2-cyanoacrylonitrile, an equivalent amount of 3,3-bis(methylthio)-2-cyanoacrylic acid morpholide and holding the mixture under reflux for 24 hours to obtain 2-benzoxazolinylidene-cyanoacetic acid morpholide of melting point 217°-219° C. (from ethanol).